This data is from the Open Reaction Database (ORD), a public repository of structured organic reaction records. The task is: describe an organic reaction: reactants, conditions, products, and yield Starting materials: FC1=CC=C(CNC(=O)C=2C(C3=C(N(C2)C)C(=C(S3)CCl)C)=O)C=C1 (N-(4-fluorobenzyl)-2-(chloromethyl)-3,4-dimethyl-7-oxo-4,7-dihydrothieno[3,2-b]pyridine-6-carboxamide), CNC[C@@H](O)C1=NC=CN=C1 ((1R)-2-(methylamino)-1-pyrazin-2-ylethanol), C(C)(C)N(CC)C(C)C (diisopropylethylamine). Run in CN(C)C=O (DMF), O (water). Run at time 17 hour. The product is FC1=CC=C(CNC(=O)C=2C(C3=C(N(C2)C)C(=C(S3)CN(C)C[C@H](C3=NC=CN=C3)O)C)=O)C=C1 (N-(4-fluorobenzyl)-2-{[[(2R)-2-hydroxy-2-pyrazin-2-ylethyl](methyl)amino]methyl}-3,4-dimethyl-7-oxo-4,7-dihydrothieno[3,2-b]pyridine-6-carboxamide). Isolated yield 22.7%. RXN SMILES: [F:1][C:2]1[CH:25]=[CH:24][C:5]([CH2:6][NH:7][C:8]([C:10]2[C:11](=[O:23])[C:12]3[S:19][C:18]([CH2:20]Cl)=[C:17]([CH3:22])[C:13]=3[N:14]([CH3:16])[CH:15]=2)=[O:9])=[CH:4][CH:3]=1.[CH3:26][NH:27][CH2:28][C@H:29]([C:31]1[CH:36]=[N:35][CH:34]=[CH:33][N:32]=1)[OH:30].C(N(C(C)C)CC)(C)C>CN(C=O)C.O>[F:1][C:2]1[CH:25]=[CH:24][C:5]([CH2:6][NH:7][C:8]([C:10]2[C:11](=[O:23])[C:12]3[S:19][C:18]([CH2:20][N:27]([CH2:28][C@@H:29]([OH:30])[C:31]4[CH:36]=[N:35][CH:34]=[CH:33][N:32]=4)[CH3:26])=[C:17]([CH3:22])[C:13]=3[N:14]([CH3:16])[CH:15]=2)=[O:9])=[CH:4][CH:3]=1. Reported procedure: A mixture of N-(4-fluorobenzyl)-2-(chloromethyl)-3,4-dimethyl-7-oxo-4,7-dihydrothieno[3,2-b]pyridine-6-carboxamide (104 mg, 0.275 mmol), (1R)-2-(methylamino)-1-pyrazin-2-ylethanol (Preparation 80, 65 mg, 0.0.42 mmol) and diisopropylethylamine (72 μL, 0.0.41 mmol) in dry DMF (5.5 mL) was stirred at room temperature for 17 hours. The solution was then diluted with water (20 mL). The resulting precipitate was collected by filtration and the collected solid was dried in vacuo, providing a white soli...